This data is from the Open Reaction Database (ORD), a public repository of structured organic reaction records. The task is: describe an organic reaction: reactants, conditions, products, and yield Isolated yield 93.4%. Reactants: C(C)C(C(=O)NC=1C=C2C(=NC=NC2=CC1)NC=C(C(=O)OCC)C(=O)OCC)CC (diethyl [[6-(2-ethylbutyramido)-4-quinazolinylamino]methylene]propanedioate). Product: O=C1C(=CN=C2N1C=NC=1C=CC(=CC21)NC(C(CC)CC)=O)C(=O)OCC (ethyl 4-oxo-10-(2-ethylbutyramido)-4H-pyrimido[1,2-C]quinazoline-3-carboxylate). RXN SMILES: [CH2:1]([CH:3]([CH2:30][CH3:31])[C:4]([NH:6][C:7]1[CH:8]=[C:9]2[C:14](=[CH:15][CH:16]=1)[N:13]=[CH:12][N:11]=[C:10]2[NH:17][CH:18]=[C:19]([C:25]([O:27][CH2:28][CH3:29])=[O:26])[C:20]([O:22]CC)=O)=[O:5])[CH3:2]>C1(OC2C=CC=CC=2)C=CC=CC=1>[O:22]=[C:20]1[N:11]2[CH:12]=[N:13][C:14]3[CH:15]=[CH:16][C:7]([NH:6][C:4](=[O:5])[CH:3]([CH2:1][CH3:2])[CH2:30][CH3:31])=[CH:8][C:9]=3[C:10]2=[N:17][CH:18]=[C:19]1[C:25]([O:27][CH2:28][CH3:29])=[O:26]. Solvent: C1(=CC=CC=C1)OC1=CC=CC=C1 (diphenyl ether). Reported procedure: A mixture of diethyl [[6-(2-ethylbutyramido)-4-quinazolinylamino]methylene]propanedioate (0.6 g) in diphenyl ether (3 ml) was stirred at 250° C. for 15 minutes and cooled to ambient temperature. The resulting crystals were filtered, washed with ethyl acetate and dried. There was obtained ethyl 4-oxo-10-(2-ethylbutyramido)-4H-pyrimido[1,2-C]quinazoline-3-carboxylate (0.5 g). Reaction conditions: temperature 250 celsius, time 15 minute. The reactants are ClC1=C(C#N)C=CC=N1 (2-chloro-nicotinonitrile), CO[Na] (MeONa). Solvent: CO (MeOH). Yields the product COC1=C(C#N)C=CC=N1 (2-Methoxy-nicotinonitrile). RXN SMILES: Cl[C:2]1[N:9]=[CH:8][CH:7]=[CH:6][C:3]=1[C:4]#[N:5].[CH3:10][O:11][Na]>CO>[CH3:10][O:11][C:2]1[N:9]=[CH:8][CH:7]=[CH:6][C:3]=1[C:4]#[N:5]. Procedure details: 2-Methoxy-nicotinonitrile was prepared according to the literature by reaction of the 2-chloro-nicotinonitrile with MeONa in MeOH according to Dunn, A. D.; Norrie, R.; Heterocycl. Chem.; EN; 24; 1987; 85-89. Reactants: C(C1=CC=CC=C1)OCC[C@@H](COC(C1=CC=CC=C1)(C1=CC=CC=C1)C1=CC=CC=C1)OCCOCC1=CC=CC=C1 ((S)-4-Benzyloxy-2-(2-benzyloxyethoxy)-1-trityloxy-butane). The reagents and catalysts are [Pd] (Pd—C). The solvent is C(C)(=O)OCC (ethyl acetate). Conditions: temperature 50 celsius, time 15 hour. The product is OCCO[C@@H](CCO)COC(C1=CC=CC=C1)(C1=CC=CC=C1)C1=CC=CC=C1 ((S)-3-(2-hydoxyethoxy)-4-trityloxybutanol). Isolated yield 77.5%. Reaction SMILES: C([O:8][CH2:9][CH2:10][C@H:11]([O:33][CH2:34][CH2:35][O:36]CC1C=CC=CC=1)[CH2:12][O:13][C:14]([C:27]1[CH:32]=[CH:31][CH:30]=[CH:29][CH:28]=1)([C:21]1[CH:26]=[CH:25][CH:24]=[CH:23][CH:22]=1)[C:15]1[CH:20]=[CH:19][CH:18]=[CH:17][CH:16]=1)C1C=CC=CC=1>C(OCC)(=O)C.[Pd]>[OH:36][CH2:35][CH2:34][O:33][C@H:11]([CH2:12][O:13][C:14]([C:27]1[CH:32]=[CH:31][CH:30]=[CH:29][CH:28]=1)([C:21]1[CH:22]=[CH:23][CH:24]=[CH:25][CH:26]=1)[C:15]1[CH:16]=[CH:17][CH:18]=[CH:19][CH:20]=1)[CH2:10][CH2:9][OH:8]. Procedure: (S)-4-Benzyloxy-2-(2-benzyloxyethoxy)-1-trityloxy-butane (51 mg, 0.092 mmol) was dissolved in ethyl acetate (3 ml). To the solution was added 5% Pd—C (5.0 mg) and the mixture was stirred under an atmosphere of hydrogen for 15 hours at 50° C. After filtering off catalyst, the filtrate was condensed in vacuo, and the residue was subjected to silica gel chromatography to give (S)-3-(2-hydoxyethoxy)-4-trityloxybutanol (28 mg, yield 78%). Starting materials: CS(=O)(=O)N (methane sulfonamide), Cl.C(C)N=C=NCCCN(C)C (1-ethyl-3-(3-dimethylaminopropyl)carbodiimide hydrochloride), COC1=CC=C2C(=C(NC2=C1)C1=CSC=C1)CC1=CC=CC(=N1)C(=O)O (6-(6-methoxy-2-thiophen-3-yl-1H-indol-3-ylmethyl)pyridine-2-carboxylic acid). Reagents/catalysts: CN(C1=CC=NC=C1)C (4-dimethylaminopyridine). Solvent: ClCCl (dichloromethane). Reaction conditions: time 2 day. The product is CS(=O)(=O)NC(=O)C1=NC(=CC=C1)CC1=C(NC2=CC(=CC=C12)OC)C1=CSC=C1 (N-Methanesulfonyl-6-(6-methoxy-2-thiophen-3-yl-1H-indol-3-ylmethyl)pyridine-2-carboxamide). Yield: 39.7%. RXN SMILES: [CH3:1][O:2][C:3]1[CH:11]=[C:10]2[C:6]([C:7]([CH2:17][C:18]3[N:23]=[C:22]([C:24](O)=[O:25])[CH:21]=[CH:20][CH:19]=3)=[C:8]([C:12]3[CH:16]=[CH:15][S:14][CH:13]=3)[NH:9]2)=[CH:5][CH:4]=1.[CH3:27][S:28]([NH2:31])(=[O:30])=[O:29].Cl.C(N=C=NCCCN(C)C)C>ClCCl.CN(C)C1C=CN=CC=1>[CH3:27][S:28]([NH:31][C:24]([C:22]1[CH:21]=[CH:20][CH:19]=[C:18]([CH2:17][C:7]2[C:6]3[C:10](=[CH:11][C:3]([O:2][CH3:1])=[CH:4][CH:5]=3)[NH:9][C:8]=2[C:12]2[CH:16]=[CH:15][S:14][CH:13]=2)[N:23]=1)=[O:25])(=[O:30])=[O:29] |f:2.3|. Reported procedure: Under an argon atmosphere, to a suspension of 6-(6-methoxy-2-thiophen-3-yl-1H-indol-3-ylmethyl)pyridine-2-carboxylic acid (45.5 mg) in dichloromethane (0.6 mL) were added methane sulfonamide (11.9 mg), 1-ethyl-3-(3-dimethylaminopropyl)carbodiimide hydrochloride (23.9 mg), and 4-dimethylaminopyridine (15.3 mg), and this mixture was stirred at room temperature for 2 days. The reaction mixture was concentrated under reduced pressure. To the residue was added 10% aqueous citric acid solution, follow...